From a dataset of the Open Reaction Database (ORD), a public repository of structured organic reaction records. describe an organic reaction: reactants, conditions, products, and yield The reactants are C1CCNCC1, Cc1cc(C(=O)N2CCN(C)CC2)[nH]c1C=O, CCO, O=C1Cc2c(ncnc2Nc2ccc(F)c(Cl)c2)N1. Yields the product Cc1cc(C(=O)N2CCN(C)CC2)[nH]c1C=C1C(=O)Nc2ncnc(Nc3ccc(F)c(Cl)c3)c21. RXN SMILES: [CH2:37]1[CH2:38][CH2:39][NH:40][CH2:41][CH2:42]1.[CH3:20][c:21]1[c:22]([CH:35]=[O:36])[nH:23][c:24]([C:26](=[O:27])[N:28]2[CH2:29][CH2:30][N:31]([CH3:34])[CH2:32][CH2:33]2)[cH:25]1.[CH3:43][CH2:44][OH:45].[Cl:1][c:2]1[cH:3][c:4]([NH:9][c:10]2[c:11]3[c:12]([n:13][cH:14][n:15]2)[NH:16][C:17](=[O:19])[CH2:18]3)[cH:5][cH:6][c:7]1[F:8]>>[Cl:1][c:2]1[cH:3][c:4]([NH:9][c:10]2[c:11]3[c:12]([n:13][cH:14][n:15]2)[NH:16][C:17](=[O:19])[C:18]3=[CH:35][c:22]2[c:21]([CH3:20])[cH:25][c:24]([C:26](=[O:27])[N:28]3[CH2:29][CH2:30][N:31]([CH3:34])[CH2:32][CH2:33]3)[nH:23]2)[cH:5][cH:6][c:7]1[F:8]. Starting materials: O1C(CCCC1)OCC1=CC(=CC=2C3=CC=CC=C3C(C12)=O)C(=O)C (1-(2-Tetrahydropyranyl)oxymethyl-3-methylcarbonyl-9-fluorenone). The solvent is OS(=O)(=O)O (H2SO4), C(=O)(O)[O-].[Na+] (NaHCO3). Run at time 0.5 hour. The product is OCC1=CC(=CC=2C3=CC=CC=C3C(C12)=O)C(=O)C (1-hydroxymethyl-3-methylcarbonyl-9-fluorenone). Isolated yield 91.4%. RXN SMILES: O1CCCCC1[O:7][CH2:8][C:9]1[C:21]2[C:20](=[O:22])[C:19]3[C:14](=[CH:15][CH:16]=[CH:17][CH:18]=3)[C:13]=2[CH:12]=[C:11]([C:23]([CH3:25])=[O:24])[CH:10]=1>OS(O)(=O)=O.C([O-])(O)=O.[Na+]>[OH:7][CH2:8][C:9]1[C:21]2[C:20](=[O:22])[C:19]3[C:14](=[CH:15][CH:16]=[CH:17][CH:18]=3)[C:13]=2[CH:12]=[C:11]([C:23]([CH3:25])=[O:24])[CH:10]=1 |f:2.3|. Reported procedure: 1-(2-Tetrahydropyranyl)oxymethyl-3-methylcarbonyl-9-fluorenone (197 mg) was dissolved in 1% H2SO4 (5 ml) and allowed to stand at room temperature for 0.5 hr. The reaction mixture was diluted with excess NaHCO3 soln (10%). The MeOH was removed under reduced pressure and the residue was extracted with EtOAc, dried and evaporated which gave the product (135 mg). Starting materials: CC=1NC(=C(C(C1C(=O)OCC)C1=C(C=CC=C1)S(=O)C)C(=O)OCC)C (Diethyl 1,4-dihydro-2,6-dimethyl-4-[2-(methylsulfinyl)-phenyl]-3,5-pyridinedicarboxylate), CC(=O)[O-].[Na+] (NaOAc). Run in C(C)(=O)OC(C)=O (acetic-anhydride). The product is C(C)OC(=O)C1=C(NC(=C(C1C1=C(C=CC=C1)SCOC(C)=O)C(=O)OCC)C)C (Diethyl-4-[2-[[(acetyloxy)methyl]thio]phenyl]-1,4-dihydro-2,6-dimethyl-3,5-pyridinedicarboxylate). Isolated yield 43.7%. RXN SMILES: [CH3:1][C:2]1[NH:3][C:4]([CH3:27])=[C:5]([C:22]([O:24][CH2:25][CH3:26])=[O:23])[CH:6]([C:13]2[CH:18]=[CH:17][CH:16]=[CH:15][C:14]=2[S:19]([CH3:21])=O)[C:7]=1[C:8]([O:10][CH2:11][CH3:12])=[O:9].[CH3:28][C:29]([O-:31])=[O:30].[Na+]>C(OC(=O)C)(=O)C>[CH2:25]([O:24][C:22]([C:5]1[CH:6]([C:13]2[CH:18]=[CH:17][CH:16]=[CH:15][C:14]=2[S:19][CH2:21][O:31][C:29](=[O:30])[CH3:28])[C:7]([C:8]([O:10][CH2:11][CH3:12])=[O:9])=[C:2]([CH3:1])[NH:3][C:4]=1[CH3:27])=[O:23])[CH3:26] |f:1.2|. Procedure: A suspension of 3.31 g (8.46 mm) of sulfoxide 34 and NaOAc (anhydrous, 1.10 g) in 9.1 mL of acetic-anhydride was stirred at reflux for 40 minutes. The acetic anhydride was removed at reduced pressure, and the residue diluted with 250 mL of CH2CL2 and 50 mL of H2O. The organic portion was washed with 10% aqueous HCl, 5% aqueous NaHCO3, and brine, dried (anhydrous MgSO4), filtered, evaporated, and flash chromatographed (silica gel, 30% EtOAc in hexane) to give acetate 35 (1.60 g, 44%).